From a dataset of the Open Reaction Database (ORD), a public repository of structured organic reaction records. describe an organic reaction: reactants, conditions, products, and yield Reactants: Nc1nc(-c2ccco2)c(-c2ccncc2)nc1Br, C[O-], CO, [Na+]. Yields the product COc1nc(-c2ccncc2)c(-c2ccco2)nc1N. As a reaction SMILES: [Br:1][c:2]1[c:3]([NH2:19])[n:4][c:5](-[c:14]2[o:15][cH:16][cH:17][cH:18]2)[c:6](-[c:8]2[cH:9][cH:10][n:11][cH:12][cH:13]2)[n:7]1.[CH3:20][O-:21].[CH3:23][OH:24].[Na+:22]>>[c:2]1([O:21][CH3:20])[c:3]([NH2:19])[n:4][c:5](-[c:14]2[o:15][cH:16][cH:17][cH:18]2)[c:6](-[c:8]2[cH:9][cH:10][n:11][cH:12][cH:13]2)[n:7]1.